This data is from the Open Reaction Database (ORD), a public repository of structured organic reaction records. The task is: describe an organic reaction: reactants, conditions, products, and yield Run in CCO (EtOH), CO (MeOH). Run at time 20 hour. Product: NN1C(NN=C(C1)C1=NOC(C1)(C)C)=O (4-amino-6-(5,5-dimethyl-4H-isoxazol-3-yl)-2,5-dihydro-1,2,4-triazin-3-one). Reported procedure: To a solution of tert-butyl 4-(tert-butoxycarbonylamino)-6-(5,5-dimethyl-4H-isoxazol-3-yl)-3-oxo-5H-1,2,4-triazine-2-carboxylate (2.50 g, 5.51 mmol) in EtOH (30 mL) at 0° C. was slowly added acetyl chloride (2.16 mL, 27.6 mmol). After completion of the addition, the reaction mixture was allowed to warm to room temperature and stirring was continued for an additional 20 h. The reaction mixture was cooled to 0° C. and carefully treated with NaOMe in MeOH until pH 7 was reached. The volatiles were ... Reaction SMILES: C(OC([NH:8][N:9]1[CH2:14][C:13]([C:15]2[CH2:19][C:18]([CH3:21])([CH3:20])[O:17][N:16]=2)=[N:12][N:11](C(OC(C)(C)C)=O)[C:10]1=[O:29])=O)(C)(C)C.C(Cl)(=O)C.C[O-].[Na+]>CCO.CO>[NH2:8][N:9]1[CH2:14][C:13]([C:15]2[CH2:19][C:18]([CH3:20])([CH3:21])[O:17][N:16]=2)=[N:12][NH:11][C:10]1=[O:29] |f:2.3|. The reactants are C(C)(C)(C)OC(=O)NN1C(N(N=C(C1)C1=NOC(C1)(C)C)C(=O)OC(C)(C)C)=O (tert-butyl 4-(tert-butoxycarbonylamino)-6-(5,5-dimethyl-4H-isoxazol-3-yl)-3-oxo-5H-1,2,4-triazine-2-carboxylate), C(C)(=O)Cl (acetyl chloride), C[O-].[Na+] (NaOMe). Reactants: O1COC=2C1=CC=1CCC(NC1C2)=O (2H,5H,6H,7H,8H-[1,3]dioxolo[4,5-g]quinolin-6-one). Run in O1CCCC1 (tetrahydrofuran), C1CCOC1 (THF). Run at temperature 60 celsius, time 8 hour. Yields the product O1COC=2C1=CC=1CCCNC1C2 (5,6,7,8-tetrahydro-[1,3]dioxolo[4,5-g]quinoline). The yield is 77.7%. Reaction SMILES: [O:1]1[C:5]2=[CH:6][C:7]3[CH2:8][CH2:9][C:10](=O)[NH:11][C:12]=3[CH:13]=[C:4]2[O:3][CH2:2]1>O1CCCC1>[O:1]1[C:5]2=[CH:6][C:7]3[CH2:8][CH2:9][CH2:10][NH:11][C:12]=3[CH:13]=[C:4]2[O:3][CH2:2]1. Reported procedure: To a solution of 2H,5H,6H,7H,8H-[1,3]dioxolo[4,5-g]quinolin-6-one (250 mg, crude) in tetrahydrofuran (50 ml) was dropwise BH3 in THF (1 N, 26 ml). The reaction was stirred at 60° C. overnight. Then the reaction mixture was quenched with hydrogen chloride (3 N), adjusted to pH 8 with sodium bicarbonate, extracted with ethyl acetate (3×50 ml). The organic layers were combined, dried over anhydrous magnesium sulfate, and concentrated in vacuo to afford 5,6,7,8-tetrahydro-[1,3]dioxolo[4,5-g]quinolin... Reaction conditions: temperature 0 celsius, time 10 minute. Procedure: To (+/−)-3,5-dichloro-1-[1-(methoxymethyl)propyl]-2(1H)-pyrazinone (300 mg) and 4-bromo-2,6-dimethylaniline (238 mg) in THF (anhydrous, 9.4 mL) at 0° C. was added sodium bis(trimethylsilyl)amide (1.0 M/THF, 2.6 mL). The mixture was stirred at 0° C. for 10 minutes. Ethyl acetate (100 mL) was added and washed with water (25 mL) and brine (25 mL). The organic layer was dried over MgSO4 and concentrated and the crude product was chromatographed on silica gel using ethyl acetate/hexane (1:4) as eluen... Yield: 84.9%. Solvent: C1CCOC1 (THF). Yields the product BrC1=CC(=C(C(=C1)C)NC=1C(N(C=C(N1)Cl)C(CC)COC)=O)C ((+/−)-3-[(4-Bromo-2,6-dimethylphenyl)amino]-5-chloro-1-[1-(methoxymethyl)propyl]-2(1H)-pyrazinone). The reactants are C(C)(=O)OCC (Ethyl acetate), ClC=1C(N(C=C(N1)Cl)C(CC)COC)=O ((+/−)-3,5-dichloro-1-[1-(methoxymethyl)propyl]-2(1H)-pyrazinone), BrC1=CC(=C(N)C(=C1)C)C (4-bromo-2,6-dimethylaniline), C[Si](C)(C)[N-][Si](C)(C)C.[Na+] (sodium bis(trimethylsilyl)amide). Reaction SMILES: Cl[C:2]1[C:3](=[O:15])[N:4]([CH:9]([CH2:12][O:13][CH3:14])[CH2:10][CH3:11])[CH:5]=[C:6]([Cl:8])[N:7]=1.[Br:16][C:17]1[CH:23]=[C:22]([CH3:24])[C:20]([NH2:21])=[C:19]([CH3:25])[CH:18]=1.C[Si]([N-][Si](C)(C)C)(C)C.[Na+].C(OCC)(=O)C>C1COCC1>[Br:16][C:17]1[CH:23]=[C:22]([CH3:24])[C:20]([NH:21][C:2]2[C:3](=[O:15])[N:4]([CH:9]([CH2:12][O:13][CH3:14])[CH2:10][CH3:11])[CH:5]=[C:6]([Cl:8])[N:7]=2)=[C:19]([CH3:25])[CH:18]=1 |f:2.3|. The reactants are C1(=CC=C(C=C1)S(=O)(=O)OCC(F)(F)F)C (2,2,2-trifluoroethyl p-toluenesulphonate), OC1=CC=C(C=C1)C(=O)CC1=CC=CC=C1 (benzyl 4-hydroxyphenyl ketone), C([O-])([O-])=O.[K+].[K+] (potassium carbonate), [I-].[Na+] (sodium iodide), ice water. Solvent: CS(=O)C (dimethyl sulphoxide), CN(C=O)C (dimethylformamide). Conditions: temperature 130 celsius, time 45 minute. The product is FC(COC1=CC=C(C=C1)C(=O)CC1=CC=CC=C1)(F)F (benzyl 4-(2,2,2-trifluoroethoxy)phenyl ketone). RXN SMILES: [OH:1][C:2]1[CH:7]=[CH:6][C:5]([C:8]([CH2:10][C:11]2[CH:16]=[CH:15][CH:14]=[CH:13][CH:12]=2)=[O:9])=[CH:4][CH:3]=1.C(=O)([O-])[O-].[K+].[K+].[I-].[Na+].C1(C)C=CC(S(O[CH2:35][C:36]([F:39])([F:38])[F:37])(=O)=O)=CC=1>CN(C)C=O.CS(C)=O>[F:37][C:36]([F:39])([F:38])[CH2:35][O:1][C:2]1[CH:3]=[CH:4][C:5]([C:8]([CH2:10][C:11]2[CH:12]=[CH:13][CH:14]=[CH:15][CH:16]=2)=[O:9])=[CH:6][CH:7]=1 |f:1.2.3,4.5|. Procedure details: A mixture of benzyl 4-hydroxyphenyl ketone (12.5 g; 0.059 mol), potassium carbonate (11.2 g; 0.08 mol) and sodium iodide (0.5 g) in dimethylformamide (80 ml) was heated to 130° C. At this temperature, 2,2,2-trifluoroethyl p-toluenesulphonate (16.4 g; 0.066 mol), dissolved in dimethyl sulphoxide (30 ml), was added dropwise over 30 minutes. It was then stirred for 45 minutes at a 130° C. After cooling, the reaction mixture was poured into ice-water (500 ml) and the precipitate separated. This was ...